Dataset: the Open Reaction Database (ORD), a public repository of structured organic reaction records. Task: describe an organic reaction: reactants, conditions, products, and yield Starting materials: FC=1C=C(C=CC1)N1CCN(CC1)CC1=CC=C(C=C1)[N+](=O)[O-] (1-(m-fluorophenyl)-4-(p-nitrobenzyl)piperazine). The reagents and catalysts are [Cl-].[Cl-].[Cl-].[Ti+3] (titanium trichloride). Product: FC=1C=C(C=CC1)N1CCN(CC1)CC1=CC=C(C=C1)N (1-(m-fluorophenyl)-4-[(4-aminophenyl)methyl]piperazine). RXN SMILES: [F:1][C:2]1[CH:3]=[C:4]([N:8]2[CH2:13][CH2:12][N:11]([CH2:14][C:15]3[CH:20]=[CH:19][C:18]([N+:21]([O-])=O)=[CH:17][CH:16]=3)[CH2:10][CH2:9]2)[CH:5]=[CH:6][CH:7]=1>[Cl-].[Cl-].[Cl-].[Ti+3]>[F:1][C:2]1[CH:3]=[C:4]([N:8]2[CH2:9][CH2:10][N:11]([CH2:14][C:15]3[CH:16]=[CH:17][C:18]([NH2:21])=[CH:19][CH:20]=3)[CH2:12][CH2:13]2)[CH:5]=[CH:6][CH:7]=1 |f:1.2.3.4|. Reported procedure: In the manner given in Example 1B, 1-(m-fluorophenyl)-4-(p-nitrobenzyl)piperazine is reduced with aqueous titanium trichloride to give 1-(m-fluorophenyl)-4-[(4-aminophenyl)methyl]piperazine. The reactants are S(=O)(=O)(C)Cl (mesyl chloride), CN1C(CN(CC1)C1=CC(=C(C=C1)[N+](=O)[O-])OC(C)C)CCO (2-{1-methyl-4-[4-nitro-3-(propan-2-yloxy)phenyl]piperazin-2-yl}ethanol). Run in ClCCl (dichloromethane), N1=CC=CC=C1 (pyridine). Run at time 8 hour. The product is CS(=O)(=O)OCCC1N(CCN(C1)C1=CC(=C(C=C1)[N+](=O)[O-])OC(C)C)C (2-{1-methyl-4-[4-nitro-3-(propan-2-yloxy)phenyl]piperazin-2-yl}ethyl methanesulfonate). RXN SMILES: [S:1](Cl)([CH3:4])(=[O:3])=[O:2].[CH3:6][N:7]1[CH2:12][CH2:11][N:10]([C:13]2[CH:18]=[CH:17][C:16]([N+:19]([O-:21])=[O:20])=[C:15]([O:22][CH:23]([CH3:25])[CH3:24])[CH:14]=2)[CH2:9][CH:8]1[CH2:26][CH2:27][OH:28]>ClCCl.N1C=CC=CC=1>[CH3:4][S:1]([O:28][CH2:27][CH2:26][CH:8]1[CH2:9][N:10]([C:13]2[CH:18]=[CH:17][C:16]([N+:19]([O-:21])=[O:20])=[C:15]([O:22][CH:23]([CH3:24])[CH3:25])[CH:14]=2)[CH2:11][CH2:12][N:7]1[CH3:6])(=[O:3])=[O:2]. Procedure details: 42 microliters of mesyl chloride are added to a solution of 160 mg of 2-{1-methyl-4-[4-nitro-3-(propan-2-yloxy)phenyl]piperazin-2-yl}ethanol in 2 ml of dichloromethane and 0.2 ml of pyridine. The reaction medium is stirred at ambient temperature overnight and then concentrated under vacuum, under reduced pressure, so as to give 190 mg of 2-{1-methyl-4-[4-nitro-3-(propan-2-yloxy)phenyl]piperazin-2-yl}ethyl methanesulfonate in the form of an orangey-coloured oil. The reactants are OCC=1N=C2N(N=CC=C2N2CCOCC2)C1C=1C=CC(=NC1)N1CCN(CC1)C(=O)OC(C)(C)C (tert-Butyl 4-(5-(2-(hydroxymethyl)-8-morpholinoimidazo[1,2-b]pyridazin-3-yl)pyridin-2-yl)piperazine-1-carboxylate), CC(=O)OI1(C=2C=CC=CC2C(=O)O1)(OC(=O)C)OC(=O)C (Dess-Martin periodinane). The solvent is C(Cl)Cl (DCM), C(Cl)Cl (DCM). Reaction conditions: time 20 minute. Yields the product C(=O)C=1N=C2N(N=CC=C2N2CCOCC2)C1C=1C=CC(=NC1)N1CCN(CC1)C(=O)OC(C)(C)C (tert-Butyl 4-(5-(2-formyl-8-morpholinoimidazo[1,2-b]pyridazin-3-yl)pyridin-2-yl)piperazine-1-carboxylate). Reaction SMILES: [OH:1][CH2:2][C:3]1[N:4]=[C:5]2[C:10]([N:11]3[CH2:16][CH2:15][O:14][CH2:13][CH2:12]3)=[CH:9][CH:8]=[N:7][N:6]2[C:17]=1[C:18]1[CH:19]=[CH:20][C:21]([N:24]2[CH2:29][CH2:28][N:27]([C:30]([O:32][C:33]([CH3:36])([CH3:35])[CH3:34])=[O:31])[CH2:26][CH2:25]2)=[N:22][CH:23]=1.CC(OI1(OC(C)=O)(OC(C)=O)OC(=O)C2C=CC=CC1=2)=O>C(Cl)Cl>[CH:2]([C:3]1[N:4]=[C:5]2[C:10]([N:11]3[CH2:16][CH2:15][O:14][CH2:13][CH2:12]3)=[CH:9][CH:8]=[N:7][N:6]2[C:17]=1[C:18]1[CH:19]=[CH:20][C:21]([N:24]2[CH2:25][CH2:26][N:27]([C:30]([O:32][C:33]([CH3:36])([CH3:35])[CH3:34])=[O:31])[CH2:28][CH2:29]2)=[N:22][CH:23]=1)=[O:1]. Procedure details: Compound 21a (500 mg, 1.01 mmol) was placed in an 8 mL vial equipped with a stir bar and then DCM (2 mL) was added. Dess-Martin periodinane (471 mg, 1.11 mmol) was added as a solid and the reaction was stirred at rt for 20 min. The reaction was diluted with DCM (20 mL) and washed with saturated NaHCO3 solution (2×20 mL). The organic phase was dried over MgSO4 and filtered. The solvent was removed under reduced pressure. The crude product was chromatographed on a 40 g SiO2 pre-packed column eluti... The reactants are Cl.N1CCC(CC1)N1CCC2=CC=CC=C12 (1-(piperidin-4-yl)indoline HCl salt), ClC=1N=NC(=CC1)C=1C=NN(C1)C (3-chloro-6-(1-methyl-1H-pyrazol-4-yl)pyridazine). Yields the product CN1N=CC(=C1)C1=CC=C(N=N1)N1CCC(CC1)N1CCC2=CC=CC=C12 (1-(1-(6-(1-methyl-1H-pyrazol-4-yl)pyridazin-3-yl)piperidin-4-yl)indoline). RXN SMILES: Cl.[NH:2]1[CH2:7][CH2:6][CH:5]([N:8]2[C:16]3[C:11](=[CH:12][CH:13]=[CH:14][CH:15]=3)[CH2:10][CH2:9]2)[CH2:4][CH2:3]1.Cl[C:18]1[N:19]=[N:20][C:21]([C:24]2[CH:25]=[N:26][N:27]([CH3:29])[CH:28]=2)=[CH:22][CH:23]=1>>[CH3:29][N:27]1[CH:28]=[C:24]([C:21]2[N:20]=[N:19][C:18]([N:2]3[CH2:7][CH2:6][CH:5]([N:8]4[C:16]5[C:11](=[CH:12][CH:13]=[CH:14][CH:15]=5)[CH2:10][CH2:9]4)[CH2:4][CH2:3]3)=[CH:23][CH:22]=2)[CH:25]=[N:26]1 |f:0.1|. Procedure details: The title compound was prepared according to the procedure as described in Example 1, Method B, reacting 1-(piperidin-4-yl)indoline HCl salt and 3-chloro-6-(1-methyl-1H-pyrazol-4-yl)pyridazine. The reactants are COC(C1=CC(=CC(=C1)C1=NC=C(C=C1)C)N=C(C(C)(F)F)Cl)=O (3-(1-Chloro-2,2-difluoro-propylideneamino)-5-(5-methyl-pyridin-2-yl)-benzoic acid methyl ester), [N-]=[N+]=[N-].[Na+] (NaN3). The solvent is C(C)#N (acetonitrile). Reaction conditions: time 90 minute. Yields the product COC(C1=CC(=CC(=C1)C1=NC=C(C=C1)C)N1N=NN=C1C(C)(F)F)=O (3-[5-(1,1-Difluoro-ethyl)-tetrazol-1-yl]-5-(5-methyl-pyridin-2-yl)-benzoic acid methyl ester). The yield is 97.2%. As a reaction SMILES: [CH3:1][O:2][C:3](=[O:24])[C:4]1[CH:9]=[C:8]([C:10]2[CH:15]=[CH:14][C:13]([CH3:16])=[CH:12][N:11]=2)[CH:7]=[C:6]([N:17]=[C:18](Cl)[C:19]([F:22])([F:21])[CH3:20])[CH:5]=1.[N-:25]=[N+:26]=[N-:27].[Na+]>C(#N)C>[CH3:1][O:2][C:3](=[O:24])[C:4]1[CH:9]=[C:8]([C:10]2[CH:15]=[CH:14][C:13]([CH3:16])=[CH:12][N:11]=2)[CH:7]=[C:6]([N:17]2[C:18]([C:19]([F:22])([F:21])[CH3:20])=[N:27][N:26]=[N:25]2)[CH:5]=1 |f:1.2|. Procedure: 3-(1-Chloro-2,2-difluoro-propylideneamino)-5-(5-methyl-pyridin-2-yl)-benzoic acid methyl ester (0.611 g, 1.732 mmol) and NaN3 (0.225 g, 3.464 mmol) were added to 10 mL acetonitrile, and the mixture was stirred at room temperature for 90 minutes. Solvent was removed under reduced pressure and the residue was partitioned between water and EtOAc. The combined organic layers were washed with water, dried (MgSO4), filtered and concentrated under reduced pressure to give 0.605 g of 3-[5-(1,1-Difluoro-... Reactants: [Al+3], C1CCOC1, [Cl-], [H-], [H-], [H-], [H-], [Li+], [NH4+], O=C1CCCc2nc3ccccc3c(NCCCOc3ccccc3)c21. Product: OC1CCCc2nc3ccccc3c(NCCCOc3ccccc3)c21. Reaction SMILES: [Al+3:28].[CH2:35]1[O:36][CH2:37][CH2:38][CH2:39]1.[Cl-:33].[H-:27].[H-:30].[H-:31].[H-:32].[Li+:29].[NH4+:34].[O:1]([c:2]1[cH:3][cH:4][cH:5][cH:6][cH:7]1)[CH2:8][CH2:9][CH2:10][NH:11][c:12]1[c:13]2[cH:14][cH:15][cH:16][cH:17][c:18]2[n:19][c:20]2[c:25]1[C:24](=[O:26])[CH2:23][CH2:22][CH2:21]2>>[O:1]([c:2]1[cH:3][cH:4][cH:5][cH:6][cH:7]1)[CH2:8][CH2:9][CH2:10][NH:11][c:12]1[c:13]2[cH:14][cH:15][cH:16][cH:17][c:18]2[n:19][c:20]2[c:25]1[CH:24]([OH:26])[CH2:23][CH2:22][CH2:21]2.